From a dataset of the Open Reaction Database (ORD), a public repository of structured organic reaction records. describe an organic reaction: reactants, conditions, products, and yield Reaction conditions: temperature 80 celsius. Run in Cl (hydrochloric acid). The product is OCC(C)(CO)NS(=O)(=O)C1=C(N=C(S1)N)C (2-Amino-4-methyl-thiazole-5-sulfonic acid (2-hydroxy-1-hydroxymethyl-1-methyl-ethyl)-amide). Starting materials: OCC(C)(CO)NS(=O)(=O)C1=C(N=C(S1)NC(C)=O)C (2-acetamido-4-methyl-thiazole-5-sulfonic acid (2-hydroxy-1-hydroxymethyl-1-methyl-ethyl)-amide). Procedure details: A stirred suspension of 2-acetamido-4-methyl-thiazole-5-sulfonic acid (2-hydroxy-1-hydroxymethyl-1-methyl-ethyl)-amide (0.33 g, 1.02 mmol) in 6N hydrochloric acid (4 ml) was heated for 2 h at 80° C., evaporated., and saturated NaHCO3 solution (30 ml) was added. The mixture was extracted with ethyl acetate (3×50 ml), the combined organic layers washed with brine (30 ml) and dried (MgSO4). The crude product was further purified by crystallization (dichloromethane/MeOH/hexane) to yield the title co... The yield is 38.3%. RXN SMILES: [OH:1][CH2:2][C:3]([NH:7][S:8]([C:11]1[S:15][C:14]([NH:16]C(=O)C)=[N:13][C:12]=1[CH3:20])(=[O:10])=[O:9])([CH2:5][OH:6])[CH3:4]>Cl>[OH:6][CH2:5][C:3]([NH:7][S:8]([C:11]1[S:15][C:14]([NH2:16])=[N:13][C:12]=1[CH3:20])(=[O:10])=[O:9])([CH2:2][OH:1])[CH3:4].